Dataset: the Open Reaction Database (ORD), a public repository of structured organic reaction records. Task: describe an organic reaction: reactants, conditions, products, and yield Starting materials: CO (carbinol), CCOCC (ether), C(C)(=O)OC(=C)C (isopropenyl acetate), C1(=CC=C(C=C1)S(=O)(=O)O)C (p-toluenesulfonic acid). Product: C(C)(=O)OC1(C2C3C=CC(C2CCC1)CC3)C ((±)-(1RS,2SR,3RS,7RS)-3-methyl-tricyclo [6.2.2.02,7 ]dodec-9-en-3- yl acetate). The yield is 34.0%. RXN SMILES: [CH3:1]O.[C:3]([O:6][C:7]([CH3:9])=[CH2:8])(=[O:5])[CH3:4].[C:10]1([CH3:20])[CH:15]=[CH:14][C:13](S(O)(=O)=O)=[CH:12][CH:11]=1.[CH3:21][CH2:22]OCC>>[C:3]([O:6][C:7]1([CH3:1])[CH2:9][CH2:22][CH2:21][CH:20]2[CH:8]1[CH:13]1[CH2:14][CH2:15][CH:10]2[CH:11]=[CH:12]1)(=[O:5])[CH3:4]. Reported procedure: A mixture of 6.0 g (31.2 mmole) of the carbinol obtained under a. above, 60 ml of isopropenyl acetate and 0.025 g of p-toluenesulfonic acid was heated to reflux during 20 h. After cooling, the mixture was taken in ether, washed with a 5% aqueous solution of sodium bicarbonate, dried and concentrated. Bulb-to-bulb distillation (about 100°/0.05 hPa) gave 2.5 g (10.7 mmole; yield 34,2%) of (±)-(1RS,2SR,3RS,7RS)-3-methyl-tricyclo [6.2.2.02,7 ]dodec-9-en-3- yl acetate. Reactants: N(=O)OC(C)C (isopropyl nitrite), C1(=CC=CC=C1)C(C1=CC=CC=C1)N (diphenylmethylamine), C(C)(=O)OCC=1CS[C@H]2N(C1C(=O)O)C([C@H]2NC(CC=2SC=CC2)=O)=O (3-Acetoxymethyl-7β-(2-thienylacetamido)ceph-3-em-4-carboxylic acid). Solvent: CC(=O)N(C)C (dimethylacetamide), C(C)#N (acetonitrile), C(C)#N (acetonitrile). Reaction conditions: time 3 hour. Product: C(C)(=O)OCC=1CS[C@H]2N(C1C(=O)OC(C1=CC=CC=C1)C1=CC=CC=C1)C([C@H]2NC(CC=2SC=CC2)=O)=O (Diphenylmethyl 3-acetoxymethyl-7β-(2-Thienylacetamido)ceph-3-em-4-carboxylate). As a reaction SMILES: [C:1]([O:4][CH2:5][C:6]1[CH2:7][S:8][C@@H:9]2[C@H:16]([NH:17][C:18](=[O:25])[CH2:19][C:20]3[S:21][CH:22]=[CH:23][CH:24]=3)[C:15](=[O:26])[N:10]2[C:11]=1[C:12]([OH:14])=[O:13])(=[O:3])[CH3:2].N(OC(C)C)=O.[C:33]1([CH:39](N)[C:40]2[CH:45]=[CH:44][CH:43]=[CH:42][CH:41]=2)[CH:38]=[CH:37][CH:36]=[CH:35][CH:34]=1>C(#N)C.CC(N(C)C)=O>[C:1]([O:4][CH2:5][C:6]1[CH2:7][S:8][C@@H:9]2[C@H:16]([NH:17][C:18](=[O:25])[CH2:19][C:20]3[S:21][CH:22]=[CH:23][CH:24]=3)[C:15](=[O:26])[N:10]2[C:11]=1[C:12]([O:14][CH:39]([C:33]1[CH:38]=[CH:37][CH:36]=[CH:35][CH:34]=1)[C:40]1[CH:45]=[CH:44][CH:43]=[CH:42][CH:41]=1)=[O:13])(=[O:3])[CH3:2]. Procedure details: 3-Acetoxymethyl-7β-(2-thienylacetamido)ceph-3-em-4-carboxylic acid (3.96 g, 10 m.moles) was dissolved in acetonitrile (50 ml) and dimethylacetamide (5ml). To this solution was added a mixture of isopropyl nitrite (2.4 g, 27 m.moles) and diphenylmethylamine (2.21 g, 12 m.moles) dissolved-suspended in acetonitrile (20 ml). The resulting slurry was stirred for 3 hours at 35°, after which time a solution resulted. The solvents were removed in vacuo and the gum redissolved in chloroform (50 ml). The ...